Dataset: the Open Reaction Database (ORD), a public repository of structured organic reaction records. Task: describe an organic reaction: reactants, conditions, products, and yield The reactants are ClC=1C=C(C(N(N1)C)=O)NC1=CC=C(C=N1)C1CCN(CC1)C(=O)OC(C)(C)C (tert-butyl 4-(6-(6-chloro-2-methyl-3-oxo-2,3-dihydropyridazin-4-ylamino)pyridin-3-yl)piperidine-1-carboxylate), O (Water). Solvent: C(=O)O (formic acid), C=O (formaldehyde). Run at temperature 70 celsius, time 8 hour. Yields the product ClC=1C=C(C(N(N1)C)=O)NC1=CC=C(C=N1)C1CCN(CC1)C (6-Chloro-2-methyl-4-(1′-methyl-1′,2′,3′,4′,5′,6′-hexahydro-[3,4′]bipyridinyl-6-ylamino)-2H-pyridazin-3-one). Yield: 88.1%. RXN SMILES: [Cl:1][C:2]1[CH:3]=[C:4]([NH:10][C:11]2[N:16]=[CH:15][C:14]([CH:17]3[CH2:22][CH2:21][N:20]([C:23](OC(C)(C)C)=O)[CH2:19][CH2:18]3)=[CH:13][CH:12]=2)[C:5](=[O:9])[N:6]([CH3:8])[N:7]=1.O>C(O)=O.C=O>[Cl:1][C:2]1[CH:3]=[C:4]([NH:10][C:11]2[N:16]=[CH:15][C:14]([CH:17]3[CH2:22][CH2:21][N:20]([CH3:23])[CH2:19][CH2:18]3)=[CH:13][CH:12]=2)[C:5](=[O:9])[N:6]([CH3:8])[N:7]=1. Reported procedure: The tert-butyl 4-(6-(6-chloro-2-methyl-3-oxo-2,3-dihydropyridazin-4-ylamino)pyridin-3-yl)piperidine-1-carboxylate (2.0 g, 4.76 mmol, Eq: 1.00) was dissolved in the solvent mixture of formic acid (40.0 ml) and formaldehyde, 37% (80.0 ml). The reaction mixture was stirred at 70° C. overnight until reaction was complete as determined by LCMS analysis, then cooled to ambient temperature. Water was added and the resultant aqueous mixture was washed with CH2Cl2 and the CH2Cl2 layer was discarded. The ...